Dataset: the Open Reaction Database (ORD), a public repository of structured organic reaction records. Task: describe an organic reaction: reactants, conditions, products, and yield Reactants: [H][H] (hydrogen), [N+](=O)([O-])C=1C=NC2=CC=CC=C2C1NC(CO)C (2-[(3-nitro-4-quinolinyl)amino]-1-propanol), S(=O)(=O)([O-])[O-].[Mg+2] (magnesium sulfate). The reagents and catalysts are [Pt] (platinum on charcoal). The solvent is C(C)(=O)OCC (ethyl acetate). Yields the product NC=1C=NC2=CC=CC=C2C1NC(CO)C (2-[(3-amino-4-quinolinyl)amino]-1-propanol). As a reaction SMILES: [N+:1]([C:4]1[CH:5]=[N:6][C:7]2[C:12]([C:13]=1[NH:14][CH:15]([CH3:18])[CH2:16][OH:17])=[CH:11][CH:10]=[CH:9][CH:8]=2)([O-])=O.S([O-])([O-])(=O)=O.[Mg+2].[H][H]>C(OCC)(=O)C.[Pt]>[NH2:1][C:4]1[CH:5]=[N:6][C:7]2[C:12]([C:13]=1[NH:14][CH:15]([CH3:18])[CH2:16][OH:17])=[CH:11][CH:10]=[CH:9][CH:8]=2 |f:1.2|. Procedure details: A mixture of 27.9 g (0.113 mole) of 2-[(3-nitro-4-quinolinyl)amino]-1-propanol in 1.2 l of ethyl acetate, 28 g of magnesium sulfate and 2.0 g of 5% platinum on charcoal was hydrogenated on a Paar apparatus until hydrogen uptake was completed. The catalyst and solid residue were removed by filtration and the filtrate was concentrated by evaporation to provide 2-[(3-amino-4-quinolinyl)amino]-1-propanol as a yellow oil. Reactants: C1=NC(=CC2=C1NC1=CC=CC=C21)C(=O)[C@]2(C(N(C1=CC=C(C(=C21)N)OC)C2=CC=C(C=C2)F)=O)C ((S)-3-{9H-pyrido[3,4-b]-indol-3-yl-carbonyl}-amino-3-methyl-1-(4-fluorophenyl)-5-methoxy-2-indolinone), CI (methyl iodide), C([O-])([O-])=O.[K+].[K+] (potassium carbonate), CN(C=O)C (dimethylformamide). The solvent is C(C)(=O)OCC (ethyl acetate), O (water). Conditions: time 3 hour. Yields the product CN1C2=C(C3=CC=CC=C13)C=C(N=C2)C(=O)[C@]2(C(N(C1=CC=C(C(=C21)N)OC)C2=CC=C(C=C2)F)=O)C ((S)-3-{9-methyl-9H-pyrido[3,4-b]-indol-3-yl-carbonyl}-amino-3-methyl-1-(4-fluorophenyl)-5-methoxy-2-indolinone). Yield: 71.2%. As a reaction SMILES: [CH:1]1[C:6]2[NH:7][C:8]3[C:13]([C:5]=2[CH:4]=[C:3]([C:14]([C@:16]2([CH3:36])[C:24]4[C:19](=[CH:20][CH:21]=[C:22]([O:26][CH3:27])[C:23]=4[NH2:25])[N:18]([C:28]4[CH:33]=[CH:32][C:31]([F:34])=[CH:30][CH:29]=4)[C:17]2=[O:35])=[O:15])[N:2]=1)=[CH:12][CH:11]=[CH:10][CH:9]=3.CI.[C:39](=O)([O-])[O-].[K+].[K+].CN(C)C=O>C(OCC)(=O)C.O>[CH3:39][N:7]1[C:8]2[C:13](=[CH:12][CH:11]=[CH:10][CH:9]=2)[C:5]2[CH:4]=[C:3]([C:14]([C@:16]3([CH3:36])[C:24]4[C:19](=[CH:20][CH:21]=[C:22]([O:26][CH3:27])[C:23]=4[NH2:25])[N:18]([C:28]4[CH:29]=[CH:30][C:31]([F:34])=[CH:32][CH:33]=4)[C:17]3=[O:35])=[O:15])[N:2]=[CH:1][C:6]1=2 |f:2.3.4|. Procedure: A mixture of 0.55 g of (S)-3-{9H-pyrido[3,4-b]-indol-3-yl-carbonyl}-amino-3-methyl-1-(4-fluorophenyl)-5-methoxy-2-indolinone, 0.2 ml of methyl iodide, 0.78 g of potassium carbonate and 10 ml of dimethylformamide was stirred at room temperature for 3 hours, and water and ethyl acetate were added to the mixture. The organic layer was separated, washed, dried, and evaporated under reduced pressure. The residue was crystallized from a mixed solvent of hexane and ethyl acetate to afford 0.403 g of th... The reactants are ClC=1C=C(C(=O)OO)C=CC1 (3-Chloroperoxybenzoic acid), ClC1=NC(=NC(=C1)Cl)SC (4,6-dichloro-2-(methylthio)pyrimidine), S(=S)(=O)([O-])[O-].[Na+].[Na+] (sodium thiosulphate), C(O)([O-])=O.[Na+] (sodium hydrogen carbonate). Solvent: ClCCl (dichloromethane), ClCCl (dichloromethane). The product is ClC1=NC(=NC(=C1)Cl)S(=O)(=O)C (4,6-Dichloro-2-methanesulfonyl-pyrimidine). As a reaction SMILES: [Cl:1][C:2]1[CH:7]=[C:6]([Cl:8])[N:5]=[C:4](SC)[N:3]=1.Cl[C:12]1C=C(C=CC=1)C(OO)=O.[S:22]([O-:26])([O-])(=[O:24])=S.[Na+].[Na+].C(=O)([O-])O.[Na+]>ClCCl>[Cl:1][C:2]1[CH:7]=[C:6]([Cl:8])[N:5]=[C:4]([S:22]([CH3:12])(=[O:26])=[O:24])[N:3]=1 |f:2.3.4,5.6|. Procedure: A solution of 4,6-dichloro-2-(methylthio)pyrimidine (48.3 g, 247 mmol) in dichloromethane (1 L) was cooled on an ice bath. 3-Chloroperoxybenzoic acid (152 g, 619 mmol) was added portion-wise keeping the temperature below 10° C. The solution was allowed to warm to room-temperature and stirred over-night. The mixture was diluted with dichloromethane (2 L) and treated with an aqueous solution of sodium thiosulphate and sodium hydrogen carbonate (600 mL). The resulting mixture was stirred over-night...